Dataset: the Open Reaction Database (ORD), a public repository of structured organic reaction records. Task: describe an organic reaction: reactants, conditions, products, and yield The reactants are ClC=1C=C(C#N)C=CC1C (3-chloro-4-methylbenzonitrile), C(=O)O (formic acid). The reagents and catalysts are [Al].[Ni] (nickel aluminum alloy). Yields the product ClC=1C=C(C=O)C=CC1C (3-chloro-4-methylbenzaldehyde). RXN SMILES: [Cl:1][C:2]1[CH:3]=[C:4]([CH:7]=[CH:8][C:9]=1[CH3:10])[C:5]#N.C(O)=[O:12]>[Al].[Ni]>[Cl:1][C:2]1[CH:3]=[C:4]([CH:7]=[CH:8][C:9]=1[CH3:10])[CH:5]=[O:12] |f:2.3|. Procedure details: A mixture of 3-chloro-4-methylbenzonitrile (4.0 g, 26.39 mmol), formic acid (72 ml, 75% v/v) and nickel aluminum alloy (50/50, 4.8 g) was stirred and heated under reflux for 2 h. The reaction mixture was then filtered hot through Hyflo, and the residue was washed well with hot ethanol. The filtrate was concentrated under reduced pressure to yield a sticky solid. Distillation of this solid afforded 3-chloro-4-methylbenzaldehyde as a colourless oil, b.p. 73°-74°/0.8 mmHg. The reactants are C=CC(C)=C (isoprene), C=CC1=CC=CC=C1 (styrene), C(C)(CC)[Li] (sec-butyllithium), C=CC1=CC=CC=C1 (styrene), O1CCCC1 (tetrahydrofuran). Run in C1CCCCC1 (cyclohexane). The product is C=CC1=CC=CC=C1.C=CC(C)=C.C=CC1=CC=CC=C1 (styrene-isoprene-styrene). RXN SMILES: C([Li])(CC)C.[CH2:6]=[CH:7][C:8]1[CH:13]=[CH:12][CH:11]=[CH:10][CH:9]=1.O1CCCC1.[CH2:19]=[CH:20][C:21](=[CH2:23])[CH3:22]>C1CCCCC1>[CH2:6]=[CH:7][C:8]1[CH:13]=[CH:12][CH:11]=[CH:10][CH:9]=1.[CH2:19]=[CH:20][C:21](=[CH2:22])[CH3:23].[CH2:6]=[CH:7][C:8]1[CH:13]=[CH:12][CH:11]=[CH:10][CH:9]=1 |f:5.6.7|. Procedure details: In a 200 L pressure-resistant vessel filled with dry nitrogen, 75 kg of cyclohexane as a solvent and 21 g of sec-butyllithium as a polymerization initiator were added and, subsequently, 1.7 kg of styrene was added. After polymerization at 50° C., 0.59 kg of tetrahydrofuran as a Lewis base was added and, subsequently, 17.3 kg of isoprene and 1.7 kg of styrene were added in this order. When polymerization was carried out, a triblock copolymer of styrene-isoprene-styrene type was obtained. The bloc...